This data is from the Open Reaction Database (ORD), a public repository of structured organic reaction records. The task is: describe an organic reaction: reactants, conditions, products, and yield The reactants are OC=1C=C(C=CC1)C(=O)C(=O)C1=CC(=CC=C1)O (3,3'-dihydroxybenzil), Cl (hydrochloric acid), C(Cl)(Cl)Cl.CO (chloroform methanol). The solvent is O (water), [Sn] (tin). Run at time 1 hour. The product is OC(C(=O)C1=CC(=CC=C1)O)C1=CC(=CC=C1)O (2-Hydroxy-1,2-bis(3-hydroxyphenyl)ethanone). As a reaction SMILES: [OH:1][C:2]1[CH:3]=[C:4]([C:8]([C:10]([C:12]2[CH:17]=[CH:16][CH:15]=[C:14]([OH:18])[CH:13]=2)=[O:11])=[O:9])[CH:5]=[CH:6][CH:7]=1.Cl.C(Cl)(Cl)Cl.CO>O.[Sn]>[OH:9][CH:8]([C:4]1[CH:5]=[CH:6][CH:7]=[C:2]([OH:1])[CH:3]=1)[C:10]([C:12]1[CH:17]=[CH:16][CH:15]=[C:14]([OH:18])[CH:13]=1)=[O:11] |f:2.3,^3:26|. Reported procedure: To a hot stirred solution of 3,3'-dihydroxybenzil (5 g.) in water (200 ml) and tin (30 mesh) was slowly added concentrated hydrochloric acid (10 ml.). Heating on a steam bath with efficient mechanical stirring was continued for 1 hour. Thin layer chromatography on Silica AR 7GF plates (Mallinckrodt) with chloroform-methanol (9:1) showed the reaction was largely complete after 15 minutes. The mixture was filtered, while hot, through Celite and the filtrate was evaporated to smaller volume. The re...